This data is from the Open Reaction Database (ORD), a public repository of structured organic reaction records. The task is: describe an organic reaction: reactants, conditions, products, and yield Reactants: C1(CC1)C(=O)C1=C(C=CC(=C1)OC)NC(=O)OC(C)(C)C ([2-(tert-Butoxycarbonylamino)-5-methoxyphenyl] cyclopropyl ketone), C(Cl)Cl (CH2Cl2). Solvent: FC(C(=O)O)(F)F (trifluoroacetic acid). Yields the product C1(CC1)C=1NC2=CC=C(C=C2C1)OC (2-cyclopropyl-5-methoxy-1H-indole). The yield is 49.0%. RXN SMILES: [CH:1]1([C:4]([C:6]2[CH:11]=[C:10]([O:12][CH3:13])[CH:9]=[CH:8][C:7]=2[NH:14]C(OC(C)(C)C)=O)=O)[CH2:3][CH2:2]1.[CH2:22](Cl)Cl>FC(F)(F)C(O)=O>[CH:3]1([C:1]2[NH:14][C:7]3[C:6]([CH:4]=2)=[CH:11][C:10]([O:12][CH3:13])=[CH:9][CH:8]=3)[CH2:2][CH2:22]1. Procedure: [2-(tert-Butoxycarbonylamino)-5-methoxyphenyl] cyclopropyl ketone (13 g, 43 mmol) in 250 mL of CH2Cl2 and 25 mL of trifluoroacetic acid was stirred for 4 hours, washed with water, NaHCO3 solution, dried (Na2SO4) and concentrated at reduced pressure. The residue was chromatographed on silica (eluted with a gradient, toluene→20% EtOAc/hexane) to give 4.15 g (49% yield) of 2-cyclopropyl-5-methoxy-1H-indole as an oil.